From a dataset of the Open Reaction Database (ORD), a public repository of structured organic reaction records. describe an organic reaction: reactants, conditions, products, and yield Reactants: FC1=C(C(=CC(=C1)OC1COCCC1)F)C1=C(C=CC(=N1)C(=O)NC=1C(=C2C(=NC1)C(CC2)O)N2C[C@H](C[C@H](C2)C)NC(OC(C)(C)C)=O)F (tert-butyl ((3S,5R)-1-{3-[({6-[2,6-difluoro-4-(tetrahydro-2H-pyran-3-yloxy)phenyl]-5-fluoropyridin-2-yl}carbonyl)amino]-7-hydroxy-6,7-dihydro-5H-cyclopenta[b]pyridin-4-yl}-5-methylpiperidin-3-yl)carbamate), Cl (HCl), O1CCOCC1 (dioxane). The product is N[C@@H]1CN(C[C@@H](C1)C)C1=C2C(=NC=C1NC(=O)C1=NC(=C(C=C1)F)C1=C(C=C(C=C1F)OC1COCCC1)F)C(CC2)O (N-{4-[(3S,5R)-3-Amino-5-methylpiperidin-1-yl]-7-hydroxy-6,7-dihydro-5H-cyclopenta[b]pyridin-3-yl}-6-[2,6-difluoro-4-(tetrahydro-2H-pyran-3-yloxy)phenyl]-5-fluoropyridine-2-carboxamide). RXN SMILES: [F:1][C:2]1[CH:7]=[C:6]([O:8][CH:9]2[CH2:14][CH2:13][CH2:12][O:11][CH2:10]2)[CH:5]=[C:4]([F:15])[C:3]=1[C:16]1[N:21]=[C:20]([C:22]([NH:24][C:25]2[C:26]([N:35]3[CH2:40][C@H:39]([CH3:41])[CH2:38][C@H:37]([NH:42]C(=O)OC(C)(C)C)[CH2:36]3)=[C:27]3[CH2:33][CH2:32][CH:31]([OH:34])[C:28]3=[N:29][CH:30]=2)=[O:23])[CH:19]=[CH:18][C:17]=1[F:50].Cl.O1CCOCC1>>[NH2:42][C@H:37]1[CH2:38][C@@H:39]([CH3:41])[CH2:40][N:35]([C:26]2[C:25]([NH:24][C:22]([C:20]3[CH:19]=[CH:18][C:17]([F:50])=[C:16]([C:3]4[C:2]([F:1])=[CH:7][C:6]([O:8][CH:9]5[CH2:14][CH2:13][CH2:12][O:11][CH2:10]5)=[CH:5][C:4]=4[F:15])[N:21]=3)=[O:23])=[CH:30][N:29]=[C:28]3[CH:31]([OH:34])[CH2:32][CH2:33][C:27]=23)[CH2:36]1. Procedure details: The alcohol intermediate made above was treated with 4.0 M HCl in dioxane (1 mL, 5 mmol) at room temperature overnight. The solution was concentrated under reduced pressure and the resulting residue was purified by preparative LCMS (Waters SunFire™ C18 column, 19 mm×100 mm, 5 μm particle size, eluting with a gradient of MeCN/water containing 0.1% NH4OH, at flow rate of 30 mL/min.) to give two separated diastereoisomers of the title compound as white powders. The reactants are Cc1ccc(S(=O)(=O)OCC2Cc3cc(F)cc(-c4cc(F)ccc4F)c3O2)cc1, CN, Cl. The product is CNCC1Cc2cc(F)cc(-c3cc(F)ccc3F)c2O1. RXN SMILES: [CH3:2][c:3]1[cH:4][cH:5][c:6]([S:7]([O:8][CH2:13][CH:14]2[O:15][c:16]3[c:17]([cH:19][c:20]([F:31])[cH:21][c:22]3-[c:23]3[c:24]([F:30])[cH:25][cH:26][c:27]([F:29])[cH:28]3)[CH2:18]2)(=[O:9])=[O:10])[cH:11][cH:12]1.[CH3:32][NH2:33].[ClH:1]>>[CH2:13]([CH:14]1[O:15][c:16]2[c:17]([cH:19][c:20]([F:31])[cH:21][c:22]2-[c:23]2[c:24]([F:30])[cH:25][cH:26][c:27]([F:29])[cH:28]2)[CH2:18]1)[NH:33][CH3:32]. Starting materials: ClC1=CC=C(C=C1)/C(=C/COC1=CC(=C(OCC(=O)OC)C=C1)C)/C1=CC=C(C=C1)C#CCN1CCC(CC1)CO (methyl (E)-[4-[3-(4-chlorophenyl)-3-[4-[3-[4-(hydroxymethyl)piperidin-1-yl]propynyl]phenyl]allyloxy]-2-methyl phenoxy]acetate), O.[OH-].[Li+] (lithium hydroxide monohydrate), [Cl-].[NH4+] (ammonium chloride), Cl (hydrochloric acid). Run in O1CCCC1 (tetrahydrofuran), CO (methanol), O (water), O (water). Run at time 2 hour. The product is ClC1=CC=C(C=C1)/C(=C/COC1=CC(=C(OCC(=O)O)C=C1)C)/C1=CC=C(C=C1)C#CCN1CCC(CC1)CO ((E)-[4-[3-(4-Chlorophenyl)-3-[4-[3-[4-(hydroxymethyl)piperidin-1-yl]propynyl]phenyl]allyloxy]-2-methylphenoxy]acetic Acid). RXN SMILES: [Cl:1][C:2]1[CH:7]=[CH:6][C:5](/[C:8](/[C:25]2[CH:30]=[CH:29][C:28]([C:31]#[C:32][CH2:33][N:34]3[CH2:39][CH2:38][CH:37]([CH2:40][OH:41])[CH2:36][CH2:35]3)=[CH:27][CH:26]=2)=[CH:9]/[CH2:10][O:11][C:12]2[CH:23]=[CH:22][C:15]([O:16][CH2:17][C:18]([O:20]C)=[O:19])=[C:14]([CH3:24])[CH:13]=2)=[CH:4][CH:3]=1.O.[OH-].[Li+].Cl.[Cl-].[NH4+]>O1CCCC1.CO.O>[Cl:1][C:2]1[CH:3]=[CH:4][C:5](/[C:8](/[C:25]2[CH:26]=[CH:27][C:28]([C:31]#[C:32][CH2:33][N:34]3[CH2:35][CH2:36][CH:37]([CH2:40][OH:41])[CH2:38][CH2:39]3)=[CH:29][CH:30]=2)=[CH:9]/[CH2:10][O:11][C:12]2[CH:23]=[CH:22][C:15]([O:16][CH2:17][C:18]([OH:20])=[O:19])=[C:14]([CH3:24])[CH:13]=2)=[CH:6][CH:7]=1 |f:1.2.3,5.6|. Reported procedure: The above ester (210 mg, 0.37 mmol) was dissolved in a mixture of tetrahydrofuran (5 mL) and methanol (2 mL). A solution of lithium hydroxide monohydrate (36 mg, 0.73 mmol) in water (2 mL) was added and the mixture was stirred for 2 h at ambient temperature. The reaction mixture was diluted with water (15 mL) and acidified with 2 M hydrochloric acid to pH˜6. A saturated solution of ammonium chloride (5 mL) was added and the mixture was extracted with ethyl acetate (4×15 mL). The organic extracts... Starting materials: NCCC(=O)OCC (ethyl 3-aminopropanoate), C(C=C)C=1C=C(C=CC1OCC1CO1)CC(=O)N (3-allyl-4-(2,3-epoxypropoxy)phenylacetamide), [OH-].[Na+] (NaOH). The product is C(C=C)C1=C(OCC(CNCCC(=O)OCC)O)C=CC(=C1)CC(N)=O (ethyl N-[3-(2-allyl-4-carbamoylmethylphenoxy)-2-hydroxypropyl]-3-aminopropanoate). As a reaction SMILES: [NH2:1][CH2:2][CH2:3][C:4]([O:6][CH2:7][CH3:8])=[O:5].[CH2:9]([C:12]1[CH:13]=[C:14]([CH2:23][C:24]([NH2:26])=[O:25])[CH:15]=[CH:16][C:17]=1[O:18][CH2:19][CH:20]1[O:22][CH2:21]1)[CH:10]=[CH2:11].[OH-].[Na+]>>[CH2:9]([C:12]1[CH:13]=[C:14]([CH2:23][C:24](=[O:25])[NH2:26])[CH:15]=[CH:16][C:17]=1[O:18][CH2:19][CH:20]([OH:22])[CH2:21][NH:1][CH2:2][CH2:3][C:4]([O:6][CH2:7][CH3:8])=[O:5])[CH:10]=[CH2:11] |f:2.3|. Procedure: This compound was prepared in accordance with Example 1 using 10.8 g of thehydrochloride of ethyl 3-aminopropanoate, 11.6 g of 3-allyl-4-(2,3-epoxypropoxy)phenylacetamide, and 2.84 g NaOH. The crude product was crystallized from ethyl acetate. Yield 1.7 g. Melting point 98° C. (base). The structure was determined using NMR and equivalent weight. The reactants are CC(=O)O, CCOCC, CCCCCCCCCCCCCC=O, N#C[K]. The product is CCCCCCCCCCCCCC(O)C#N. RXN SMILES: [CH3:16][C:17](=[O:18])[OH:19].[CH3:23][CH2:24][O:25][CH2:26][CH3:27].[CH:1]([CH2:2][CH2:3][CH2:4][CH2:5][CH2:6][CH2:7][CH2:8][CH2:9][CH2:10][CH2:11][CH2:12][CH2:13][CH3:14])=[O:15].[K:20][C:21]#[N:22]>>[CH:1]([CH2:2][CH2:3][CH2:4][CH2:5][CH2:6][CH2:7][CH2:8][CH2:9][CH2:10][CH2:11][CH2:12][CH2:13][CH3:14])([OH:15])[C:21]#[N:22]. The product is O1C(OCC1)CN1C(C=C(C2=CC=C(C=C12)OC)C(=O)OC)=O (methyl 1-(1,3-dioxolan-2-ylmethyl)-7-methoxy-2-oxo-1,2-dihydroquinoline-4-carboxylate). Starting materials: O1C(OCC1)CN1C(C=C(C2=CC=C(C=C12)OC)C=O)=O (1-(1,3-dioxolan-2-ylmethyl)-7-methoxy-2-oxo-1,2-dihydroquinoline-4-carbaldehyde), P(=O)(O)(O)[O-].[Na+] (sodium dihydrogen phosphate), OO (hydrogen peroxide), Cl(=O)[O-].[Na+] (sodium chlorite), [N+](=[N-])=C (diazomethane), C(O)([O-])=O.[Na+] (sodium hydrogen carbonate), resultant solution. Solvent: O (water), O (water), C(C)#N (acetonitrile), C(C)(=O)OCC (ethyl acetate), O (Water), C(C)OCC (diethyl ether), C(Cl)(Cl)Cl (chloroform), C(C)(=O)O (acetic acid). Conditions: time 30 minute. Procedure details: To a mixed solution of 2 mL of acetonitrile containing 0.30 g of 1-(1,3-dioxolan-2-ylmethyl)-7-methoxy-2-oxo-1,2-dihydroquinoline-4-carbaldehyde and 1 mL of water, a solution of 1 mL of water containing 0.88 g of sodium dihydrogen phosphate, 0.18 mL of a 30% hydrogen peroxide solution and 0.19 g of a sodium chlorite were added, and the mixture was stirred at room temperature for 1 hour and 30 minutes. Water and ethyl acetate were added thereto. The organic layer was separated, and the aqueous la... Reaction SMILES: [O:1]1[CH2:5][CH2:4][O:3][CH:2]1[CH2:6][N:7]1[C:16]2[C:11](=[CH:12][CH:13]=[C:14]([O:17][CH3:18])[CH:15]=2)[C:10]([CH:19]=[O:20])=[CH:9][C:8]1=[O:21].P([O-])(O)(O)=O.[Na+].OO.Cl([O-])=O.[Na+].[N+](=C)=[N-].[C:37](=O)([O-])[OH:38].[Na+]>C(Cl)(Cl)Cl.C(O)(=O)C.C(OCC)C.C(OCC)(=O)C.O.C(#N)C>[O:1]1[CH2:5][CH2:4][O:3][CH:2]1[CH2:6][N:7]1[C:16]2[C:11](=[CH:12][CH:13]=[C:14]([O:17][CH3:18])[CH:15]=2)[C:10]([C:19]([O:38][CH3:37])=[O:20])=[CH:9][C:8]1=[O:21] |f:1.2,4.5,7.8|. Starting materials: ClC=1C=C(N=NC1)C (5-chloro-3-methylpyridazine), C(=O)(OC(C)(C)C)N1CCC(CC1)N (Boc-4-aminopiperidine), CCN(C(C)C)C(C)C (DIPEA). Run in CN1CCCC1=O (NMP). Product: CC1=CC(=CN=N1)N1CCC(CC1)NC(OC(C)(C)C)=O (tert-Butyl 1-(6-methylpyridazin-4-yl)piperidin-4-ylcarbamate). The yield is 73.8%. Reaction SMILES: ClC1C=[C:4]([CH3:8])[N:5]=[N:6]C=1.[C:9]([N:16]1CCC(N)C[CH2:17]1)([O:11][C:12]([CH3:15])([CH3:14])[CH3:13])=[O:10].[CH3:23][CH2:24][N:25]([CH:29]([CH3:31])[CH3:30])[CH:26]([CH3:28])C>CN1C(=O)CCC1>[CH3:8][C:4]1[N:5]=[N:6][CH:30]=[C:29]([N:25]2[CH2:24][CH2:23][CH:17]([NH:16][C:9](=[O:10])[O:11][C:12]([CH3:15])([CH3:14])[CH3:13])[CH2:28][CH2:26]2)[CH:31]=1. Reported procedure: To a mixture of 5-chloro-3-methylpyridazine (1.3 g, 10.1 mmol) and Boc-4-aminopiperidine (2.63 g, 13.1 mmol) in NMP (13 mL) was added DIPEA (2.47 mL, 14.2 mmol). Argon was bubbled through the cloudy solution for 5 minutes before the reaction mixture was heated in the microwave for 30 minutes to 150° C. The mixture was then poured into water and extracted with ethyl acetate. The combined organic phases were dried over sodium sulfate, filtered and evaporated. Purification by chromatography (silica...